Dataset: the Open Reaction Database (ORD), a public repository of structured organic reaction records. Task: describe an organic reaction: reactants, conditions, products, and yield Reactants: C(=O)([O-])[O-].[K+].[K+] (K2CO3), CN(S(=O)(=O)Cl)C (dimethylsulfamoyl chloride), ClC1=NC2=C(N1)C=C(C(=C2)OC(F)(F)F)Cl (2,6-Dichloro-5-trifluoromethoxy-1H-benzoimidazole). Solvent: CN(C)C=O (DMF). Run at time 16 hour. The product is CN(S(=O)(=O)N1C(=NC2=C1C=C(C(=C2)OC(F)(F)F)Cl)Cl)C (2,6-dichloro-5-trifluoromethoxy-benzoimidazole-1-sulfonic acid dimethylamide). Reaction SMILES: [Cl:1][C:2]1[NH:6][C:5]2[CH:7]=[C:8]([Cl:16])[C:9]([O:11][C:12]([F:15])([F:14])[F:13])=[CH:10][C:4]=2[N:3]=1.C([O-])([O-])=O.[K+].[K+].[CH3:23][N:24]([CH3:29])[S:25](Cl)(=[O:27])=[O:26]>CN(C=O)C>[CH3:23][N:24]([CH3:29])[S:25]([N:6]1[C:5]2[CH:7]=[C:8]([Cl:16])[C:9]([O:11][C:12]([F:15])([F:14])[F:13])=[CH:10][C:4]=2[N:3]=[C:2]1[Cl:1])(=[O:27])=[O:26] |f:1.2.3|. Procedure details: 2,6-Dichloro-5-trifluoromethoxy-1H-benzoimidazole (160 g, 0.59 mol, 1.0 equiv.) was dissolved in dry DMF (1.5 L) and then K2CO3 (98 g, 0.71 mol, 1.2 equiv.) and dimethylsulfamoyl chloride (85 g, 0.59 mol, 1.0 equiv.) were added sequentially. The reaction mixture was stirred at room temperature for 16 hours to afford 2,6-dichloro-5-trifluoromethoxy-benzoimidazole-1-sulfonic acid dimethylamide. Without isolation of 2,6-dichloro-5-trifluoromethoxy-benzoimidazole-1-sulfonic acid dimethylamide, 1H-py... The reactants are COC(=O)CN1C(=O)C(NC(=O)CCc2ccccc2)CNc2ccccc21, CO, [Li+], [OH-], O, O. Product: O=C(O)CN1C(=O)C(NC(=O)CCc2ccccc2)CNc2ccccc21. Reaction SMILES: [CH3:1][O:2][C:3]([CH2:4][N:5]1[c:6]2[c:7]([cH:24][cH:25][cH:26][cH:27]2)[NH:8][CH2:9][CH:10]([NH:13][C:14]([CH2:15][CH2:16][c:17]2[cH:18][cH:19][cH:20][cH:21][cH:22]2)=[O:23])[C:11]1=[O:12])=[O:28].[CH3:32][OH:33].[Li+:31].[OH-:30].[OH2:29].[OH2:34]>>[O:2]=[C:3]([CH2:4][N:5]1[c:6]2[c:7]([cH:24][cH:25][cH:26][cH:27]2)[NH:8][CH2:9][CH:10]([NH:13][C:14]([CH2:15][CH2:16][c:17]2[cH:18][cH:19][cH:20][cH:21][cH:22]2)=[O:23])[C:11]1=[O:12])[OH:28]. Starting materials: CCOC(=O)C(=NOC1CCNC1=O)c1csc(NC(C)=O)n1, CO, [Na+], [OH-]. Product: CC(=O)Nc1nc(C(=NOC2CCNC2=O)C(=O)O)cs1. RXN SMILES: [C:1]([CH3:2])(=[O:3])[NH:4][c:5]1[s:6][cH:7][c:8]([C:10]([C:11](=[O:12])[O:13][CH2:14][CH3:15])=[N:16][O:17][CH:18]2[C:19](=[O:23])[NH:20][CH2:21][CH2:22]2)[n:9]1.[CH3:26][OH:27].[Na+:25].[OH-:24]>>[C:1]([CH3:2])(=[O:3])[NH:4][c:5]1[s:6][cH:7][c:8]([C:10]([C:11](=[O:12])[OH:13])=[N:16][O:17][CH:18]2[C:19](=[O:23])[NH:20][CH2:21][CH2:22]2)[n:9]1. Starting materials: CCOCc1nc2cnc3ccccc3c2n1CC1(O)CCN(C(=O)OC(C)(C)C)CC1, ClCCl, [NH4+], [OH-], O, O=C(OO)c1cccc(Cl)c1. Yields the product CCOCc1nc2c(N)nc3ccccc3c2n1CC1(O)CCN(C(=O)OC(C)(C)C)CC1. Reaction SMILES: [CH2:1]([CH3:2])[O:3][CH2:4][c:5]1[n:6]([CH2:18][C:19]2([OH:32])[CH2:20][CH2:21][N:22]([C:25](=[O:26])[O:27][C:28]([CH3:29])([CH3:30])[CH3:31])[CH2:23][CH2:24]2)[c:7]2[c:8]([cH:9][n:10][c:11]3[cH:12][cH:13][cH:14][cH:15][c:16]23)[n:17]1.[Cl:47][CH2:48][Cl:49].[NH4+:44].[OH-:45].[OH2:46].[OH:33][O:34][C:35]([c:36]1[cH:37][c:38]([Cl:39])[cH:40][cH:41][cH:42]1)=[O:43]>>[CH2:1]([CH3:2])[O:3][CH2:4][c:5]1[n:6]([CH2:18][C:19]2([OH:32])[CH2:20][CH2:21][N:22]([C:25](=[O:26])[O:27][C:28]([CH3:29])([CH3:30])[CH3:31])[CH2:23][CH2:24]2)[c:7]2[c:8]([c:9]([NH2:44])[n:10][c:11]3[cH:12][cH:13][cH:14][cH:15][c:16]23)[n:17]1. Starting materials: resultant solution, Tetrakis(triphenyl-phosphine)palladium(O), ClC1=C(C=CC(=C1)I)C (2-chloro-4-iodotoluene), C1(=CC=CC=C1)B(O)O (phenyl boronic acid), [OH-].[Ba+2].[OH-] (barium hydroxide), COCCOC (DME). Run in O (water). Yields the product ClC1=C(C=CC(=C1)C1=CC=CC=C1)C (2-Chloro-4-phenyl toluene). As a reaction SMILES: [Cl:1][C:2]1[CH:7]=[C:6](I)[CH:5]=[CH:4][C:3]=1[CH3:9].[C:10]1(B(O)O)[CH:15]=[CH:14][CH:13]=[CH:12][CH:11]=1.[OH-].[Ba+2].[OH-].COCCOC>O>[Cl:1][C:2]1[CH:7]=[C:6]([C:10]2[CH:15]=[CH:14][CH:13]=[CH:12][CH:11]=2)[CH:5]=[CH:4][C:3]=1[CH3:9] |f:2.3.4|. Reported procedure: A mixture of 2-chloro-4-iodotoluene(2.94 g, 11.63 mmol), phenyl boronic acid (1.56 g, 12.79 mmol), barium hydroxide (5.50 g, 17.44 mmol), DME (3 mL) and water (15 mL) was purged with dry argon. Tetrakis(triphenyl-phosphine)palladium(O) (672 mg, 0.58 mmol) was added, and the resultant solution was stirred at 80° C. for 4 hours. The solvents were evaporated in vacuo, and the residue partitioned between EtOAc and water and acidified with 1M aq. HCl. The aqueous extract was separated, and extracted ... The reactants are COC=1C=C(C=CC1)/C=C/C(=O)O ((2E)-3-(3-methoxyphenyl)acrylic acid), Cl (HCl), C(C)O (ethanol). Product: COC=1C=C(C=CC1)/C=C/C(=O)OCC (ethyl (2E)-3-(3-methoxyphenyl)acrylate). As a reaction SMILES: [CH3:1][O:2][C:3]1[CH:4]=[C:5](/[CH:9]=[CH:10]/[C:11]([OH:13])=[O:12])[CH:6]=[CH:7][CH:8]=1.Cl.[CH2:15](O)[CH3:16]>>[CH3:1][O:2][C:3]1[CH:4]=[C:5](/[CH:9]=[CH:10]/[C:11]([O:13][CH2:15][CH3:16])=[O:12])[CH:6]=[CH:7][CH:8]=1. Procedure details: To a solution of (2E)-3-(3-methoxyphenyl)acrylic acid (25 g) in ethanol (150 mL) was added conc HCl (25 mL) and the solution refluxed for 3 hours. The solvent was evaporated and residue dissolved in ethyl acetate. The organic phase was washed with saturated NaHCO3, brine, dried over Na2SO4 and concentrated to give ethyl (2E)-3-(3-methoxyphenyl)acrylate as yellow oil in quantitative yield. To a solution of isopropyl(triphenyl)phosphonium iodide (75 g, 0.173 mol) in dry THF (200 mL) at −78° C. was... The reactants are NC1=C(C=NC=C1)I (4-Amino-3-iodopyridine), C([O-])([O-])=O.[Na+].[Na+] (sodium carbonate), CN(C1(CCC(CC1)(O)C#CC)C1=CC=CC=C1)C (4-(dimethylamino)-4-phenyl-1-(prop-1-ynyl)cyclohexanol), [Cl-].[Li+] (lithium chloride). Reagents/catalysts: C1=CC=C(C=C1)P([C-]2C=CC=C2)C3=CC=CC=C3.C1=CC=C(C=C1)P([C-]2C=CC=C2)C3=CC=CC=C3.Cl[Pd]Cl.[Fe+2] (Pd(dppf)Cl2). The solvent is CN(C=O)C (dimethylformamide), C(Cl)Cl (CH2Cl2). Run at temperature 100 celsius. The product is CN(C1(CCC(CC1)(O)C1=C(C=2C=NC=CC2N1)C)C1=CC=CC=C1)C (4-dimethylamino-1-(3-methyl-1H-pyrrolo[3,2-c]pyridin-2-yl)-4-phenylcyclohexanol). Yield: 21.6%. RXN SMILES: [NH2:1][C:2]1[CH:7]=[CH:6][N:5]=[CH:4][C:3]=1I.[CH3:9][N:10]([CH3:27])[C:11]1([C:21]2[CH:26]=[CH:25][CH:24]=[CH:23][CH:22]=2)[CH2:16][CH2:15][C:14]([C:18]#[C:19][CH3:20])([OH:17])[CH2:13][CH2:12]1.[Cl-].[Li+].C(=O)([O-])[O-].[Na+].[Na+]>CN(C)C=O.C1C=CC(P(C2C=CC=CC=2)[C-]2C=CC=C2)=CC=1.C1C=CC(P(C2C=CC=CC=2)[C-]2C=CC=C2)=CC=1.Cl[Pd]Cl.[Fe+2].C(Cl)Cl>[CH3:27][N:10]([CH3:9])[C:11]1([C:21]2[CH:26]=[CH:25][CH:24]=[CH:23][CH:22]=2)[CH2:16][CH2:15][C:14]([C:18]2[NH:1][C:2]3[CH:7]=[CH:6][N:5]=[CH:4][C:3]=3[C:19]=2[CH3:20])([OH:17])[CH2:13][CH2:12]1 |f:2.3,4.5.6,8.9.10.11|. Procedure: 4-Amino-3-iodopyridine (2,331 mg, 10.60 mmol), 4-(dimethylamino)-4-phenyl-1-(prop-1-ynyl)cyclohexanol (3,000 mg, 11.66 mmol, diastereomer mixture), lithium chloride (472 mg, 11.13 mmol) and sodium carbonate (3,369 mg, 31.79 mmol) were combined in dimethylformamide (absolute, 45 ml) in an argon atmosphere. The catalyst ([Pd(dppf)Cl2×CH2Cl2], 865 mg, 1.06 mmol) was then added. The red solution was heated at 100° C. (oil bath temperature) for 4 h. The black reaction mixture was cooled to room tempe...